Dataset: the Open Reaction Database (ORD), a public repository of structured organic reaction records. Task: describe an organic reaction: reactants, conditions, products, and yield Starting materials: ClC1=NC=C(C=C1)SC1=CC=CC=C1 (2-chloro-5-(phenylthio) pyridine), ClC1=CC(=CC=C1)C(=O)OO (m-chloroperbenzoic acid). Run in C(Cl)Cl (methylene chloride), C(Cl)Cl (methylene chloride). Run at time 1 hour. The product is ClC1=NC=C(C=C1)S(=O)C1=CC=CC=C1 (2-chloro-5-(phenylsulfinyl)pyridine). RXN SMILES: [Cl:1][C:2]1[CH:7]=[CH:6][C:5]([S:8][C:9]2[CH:14]=[CH:13][CH:12]=[CH:11][CH:10]=2)=[CH:4][N:3]=1.ClC1C=CC=C(C(OO)=[O:23])C=1>C(Cl)Cl>[Cl:1][C:2]1[CH:7]=[CH:6][C:5]([S:8]([C:9]2[CH:14]=[CH:13][CH:12]=[CH:11][CH:10]=2)=[O:23])=[CH:4][N:3]=1. Procedure details: A solution of 2-chloro-5-(phenylthio) pyridine (2.21 g., .01 moles) in 50 ml. of methylene chloride is treated with a methylene chloride solution of 2.02 g. of 85% m-chloroperbenzoic acid. The solution is stirred at room temperature for 1 hour and washed with 50 ml. of aqueous saturated sodium bicarbonate solution. The organic layer is separated dried and evaporated in vacuo to yield 2-chloro-5-(phenylsulfinyl)pyridine. Reactants: CC#N, FC(F)(F)CN=C=S, CSc1nccc(N)n1. Yields the product CSc1nccc(NC(=S)NCC(F)(F)F)n1. As a reaction SMILES: [CH3:18][C:19]#[N:20].[F:10][C:11]([CH2:12][N:13]=[C:14]=[S:15])([F:16])[F:17].[NH2:1][c:2]1[n:3][c:4]([S:8][CH3:9])[n:5][cH:6][cH:7]1>>[NH:1]([c:2]1[n:3][c:4]([S:8][CH3:9])[n:5][cH:6][cH:7]1)[C:14]([NH:13][CH2:12][C:11]([F:10])([F:16])[F:17])=[S:15]. The reactants are C1(C=2C(C(N1CCCS(=O)(=O)C1=CC=C(C=C1)C=1CCC(NN1)=O)=O)=CC=CC2)=O (6-[4-(3-phthalimidopropylsulphonyl)phenyl]-4,5-dihydro-3(2H)-pyridazinone). Product: NCCCS(=O)(=O)C1=CC=C(C=C1)C=1CCC(NN1)=O (6-[4-(3-Aminopropylsulphonyl)phenyl]-4,5-dihydro-3(2H)-pyridazinone). RXN SMILES: C1(=O)[N:5]([CH2:6][CH2:7][CH2:8][S:9]([C:12]2[CH:17]=[CH:16][C:15]([C:18]3[CH2:19][CH2:20][C:21](=[O:24])[NH:22][N:23]=3)=[CH:14][CH:13]=2)(=[O:11])=[O:10])C(=O)C2=CC=CC=C12>C1(C)C=CC=CC=1.CN>[NH2:5][CH2:6][CH2:7][CH2:8][S:9]([C:12]1[CH:13]=[CH:14][C:15]([C:18]2[CH2:19][CH2:20][C:21](=[O:24])[NH:22][N:23]=2)=[CH:16][CH:17]=1)(=[O:10])=[O:11]. Procedure details: 30.0 g (70.7 mmol) of 6-[4-(3-phthalimidopropylsulphonyl)phenyl]-4,5-dihydro-3(2H)-pyridazinone are stirred vigorously for two hours at ambient temperature in a mixture of 200 ml of toluene and 300 ml of 40% aqueous methylamine solution. Then the solid matter precipitated is suction filtered, washed successively with 100 ml of water, 50 ml of acetone and 50 ml of diethylether and then dried over phosphorus pentoxide in a vacuum drying cupboard. Run in C1(=CC=CC=C1)C (toluene), CN (methylamine). The reactants are C, COC(=O)c1ccc(Cc2c(C)c(OC)c(OC)c(OC)c2OC)cc1OCc1ccccc1, CO, [H][H], [Pd]. Yields the product COC(=O)c1ccc(Cc2c(C)c(OC)c(OC)c(OC)c2OC)cc1O. RXN SMILES: [C:39].[CH3:1][O:2][c:3]1[c:4]([CH3:34])[c:5]([CH2:6][c:7]2[cH:8][c:9]([O:17][CH2:18][c:19]3[cH:20][cH:21][cH:22][cH:23][cH:24]3)[c:10]([C:11](=[O:12])[O:13][CH3:14])[cH:15][cH:16]2)[c:25]([O:32][CH3:33])[c:26]([O:30][CH3:31])[c:27]1[O:28][CH3:29].[CH3:37][OH:38].[H:35][H:36].[Pd:40]>>[CH3:1][O:2][c:3]1[c:4]([CH3:34])[c:5]([CH2:6][c:7]2[cH:8][c:9]([OH:17])[c:10]([C:11](=[O:12])[O:13][CH3:14])[cH:15][cH:16]2)[c:25]([O:32][CH3:33])[c:26]([O:30][CH3:31])[c:27]1[O:28][CH3:29].